This data is from the Open Reaction Database (ORD), a public repository of structured organic reaction records. The task is: describe an organic reaction: reactants, conditions, products, and yield Starting materials: COC(=O)c1ccccc1Nc1ccc(CCc2cc(OC)c(OC)c(OC)c2)cc1, [Na+], [OH-]. The product is COc1cc(CCc2ccc(Nc3ccccc3C(=O)O)cc2)cc(OC)c1OC. Reaction SMILES: [CH3:1][O:2][C:3]([c:4]1[c:5]([NH:10][c:11]2[cH:12][cH:13][c:14]([CH2:17][CH2:18][c:19]3[cH:20][c:21]([O:29][CH3:30])[c:22]([O:27][CH3:28])[c:23]([O:25][CH3:26])[cH:24]3)[cH:15][cH:16]2)[cH:6][cH:7][cH:8][cH:9]1)=[O:31].[Na+:33].[OH-:32]>>[O:2]=[C:3]([c:4]1[c:5]([NH:10][c:11]2[cH:12][cH:13][c:14]([CH2:17][CH2:18][c:19]3[cH:20][c:21]([O:29][CH3:30])[c:22]([O:27][CH3:28])[c:23]([O:25][CH3:26])[cH:24]3)[cH:15][cH:16]2)[cH:6][cH:7][cH:8][cH:9]1)[OH:31]. Reactants: COC=1C=C(C=CC1OC1CCOCC1)C1=NC(=C2C=CC=NC2=C1)OS(=O)(=O)C(F)(F)F (Trifluoro-methanesulfonic acid 7-[3-methoxy-4-(tetrahydro-pyran-4-yloxy)-phenyl]-[1,6]naphthyridine-5-yl ester), NC=1C=CC(NC1)=O (5-amino-1H-pyridin-2-one), C(C)(C)NC(C)C (N,N-diisopropylamine), NC=1C=CC(NC1)=O (5-amino-1H-pyridine-2-one), C(C)(C)NC(C)C (N,N-diisopropylamine). Run in CC(=O)N(C)C (dimethylacetamide). Reaction conditions: temperature 70 celsius, time 24 hour. The product is COC=1C=C(C=CC1OC1CCOCC1)C1=NC(=C2C=CC=NC2=C1)NCC=1C=CC(NC1)=O (5-({7-[3-Methoxy-4-(tetrahydro-pyran-4-yloxy)-phenyl]-[1,6]naphthyridine-5-ylamino}-methyl)-1H-pyridine-2-one). As a reaction SMILES: [CH3:1][O:2][C:3]1[CH:4]=[C:5]([C:16]2[CH:25]=[C:24]3[C:19]([CH:20]=[CH:21][CH:22]=[N:23]3)=[C:18](OS(C(F)(F)F)(=O)=O)[N:17]=2)[CH:6]=[CH:7][C:8]=1[O:9][CH:10]1[CH2:15][CH2:14][O:13][CH2:12][CH2:11]1.N[C:35]1[CH:36]=[CH:37][C:38](=[O:41])[NH:39][CH:40]=1.[CH:42]([NH:45]C(C)C)(C)C>CC(N(C)C)=O>[CH3:1][O:2][C:3]1[CH:4]=[C:5]([C:16]2[CH:25]=[C:24]3[C:19]([CH:20]=[CH:21][CH:22]=[N:23]3)=[C:18]([NH:45][CH2:42][C:35]3[CH:36]=[CH:37][C:38](=[O:41])[NH:39][CH:40]=3)[N:17]=2)[CH:6]=[CH:7][C:8]=1[O:9][CH:10]1[CH2:11][CH2:12][O:13][CH2:14][CH2:15]1. Reported procedure: 200 mg Trifluoro-methanesulfonic acid 7-[3-methoxy-4-(tetrahydro-pyran-4-yloxy)-phenyl]-[1,6]naphthyridine-5-yl ester (6.6) was placed in 3 mL dimethylacetamide at ambient temperature before 51 mg 5-amino-1H-pyridine-2-one (2.31) and 109 mg N,N-diisopropylamine was added. The reaction was heated to 70° C. overnight in a sealed tube and then cooled to ambient temperature. After this time, additional 5-amino-1H-pyridin-2-one was added and the reaction was heated to 100° C. for 6 h, cooled to ambie... Reactants: CC(Oc1ccc([N+](=O)[O-])cc1)C(=O)[O-], Cl. Yields the product O=C(O)COc1ccc([N+](=O)[O-])cc1. Reaction SMILES: [CH3:1][CH:2]([C:3](=[O:4])[O-:5])[O:6][c:7]1[cH:8][cH:9][c:10]([N+:13](=[O:14])[O-:15])[cH:11][cH:12]1.[ClH:16]>>[CH2:2]([C:3](=[O:4])[OH:5])[O:6][c:7]1[cH:8][cH:9][c:10]([N+:13](=[O:14])[O-:15])[cH:11][cH:12]1. The reactants are FC1=CC=C(C(=O)O)C=C1 (4-fluorobenzoic acid), NC(C(=O)OCC)=NO (ethyl 2-amino-2-hydroxyiminoacetate), C(C)OCC (diethyl ether), C(C)N=C=NCCCN(C)C (1-ethyl-3-(3-dimethylaminopropyl)carbodiimide). The reagents and catalysts are CN(C1=CC=NC=C1)C (4-dimethylaminopyridine). Run in C(Cl)Cl (methylene chloride). The product is NC(C(=O)OCC)=NOC(C1=CC=C(C=C1)F)=O (ethyl 2-amino-2-(4-fluorobenzoyloxyimino)acetate). The yield is 88.2%. As a reaction SMILES: [F:1][C:2]1[CH:10]=[CH:9][C:5]([C:6]([OH:8])=[O:7])=[CH:4][CH:3]=1.[NH2:11][C:12](=[N:18]O)[C:13]([O:15][CH2:16][CH3:17])=[O:14].C(N=C=NCCCN(C)C)C.C(OCC)C>CN(C)C1C=CN=CC=1.C(Cl)Cl>[NH2:18][C:12](=[N:11][O:7][C:6](=[O:8])[C:5]1[CH:9]=[CH:10][C:2]([F:1])=[CH:3][CH:4]=1)[C:13]([O:15][CH2:16][CH3:17])=[O:14]. Procedure: To a mixture of 4-fluorobenzoic acid (2.0 g), ethyl 2-amino-2-hydroxyiminoacetate (2.07 g) and 4-dimethylaminopyridine (0.52 g) in methylene chloride (30 ml) was added 1-ethyl-3-(3-dimethylaminopropyl)carbodiimide (2.87 ml) at 0° C. under stirring. After stirring at ambient temperature for 1 hour, diethyl ether (10 ml) was added thereto and the resulting precipitate was filtered off, washed with diethyl ether, and dried in vacuo to give ethyl 2-amino-2-(4-fluorobenzoyloxyimino)acetate (3.2 g). Reactants: O=C([O-])[O-], CCOC(C)=O, CS(C)=O, Clc1ncccn1, [K+], [K+], Nc1cccc([N+](=O)[O-])c1, O. The product is O=[N+]([O-])c1cccc(Nc2ncccn2)c1. Reaction SMILES: [C:18](=[O:19])([O-:20])[O-:21].[CH3:24][CH2:25][O:26][C:27](=[O:28])[CH3:29].[CH3:30][S:31]([CH3:32])=[O:33].[Cl:11][c:12]1[n:13][cH:14][cH:15][cH:16][n:17]1.[K+:22].[K+:23].[N+:1](=[O:2])([O-:3])[c:4]1[cH:5][c:6]([NH2:7])[cH:8][cH:9][cH:10]1.[OH2:34]>>[N+:1](=[O:2])([O-:3])[c:4]1[cH:5][c:6]([NH:7][c:12]2[n:13][cH:14][cH:15][cH:16][n:17]2)[cH:8][cH:9][cH:10]1. The reactants are C(C1=CC=CC=C1)OC1=C(C=C(C=C1)C1=C(C=C(C=C1)C=1C=C(C(=O)OC)C=CN1)C#N)C#N (methyl 2-[4′-(benzyloxy)-2,3′-dicyanobiphenyl-4-yl]isonicotinate), [H][H] (hydrogen), B(O)(O)O (boric acid), C(#N)C=1C=C(C=CC1OS(=O)(=O)C(F)(F)F)C=1C=C(C(=O)OC)C=CN1 (methyl 2-(3-cyano-4-{[(trifluoromethyl)sulfonyl]oxy}phenyl)isonicotinate). Reagents/catalysts: [C].[Pd] (palladium-carbon). The solvent is C1CCOC1 (THF), CO (methanol). Product: C(#N)C1=C(C=CC(=C1)C=1C=C(C(=O)OC)C=CN1)C1=CC(=C(C=C1)O)C#N (methyl 2-(2,3′-dicyano-4′-hydroxybiphenyl-4-yl)isonicotinate). Isolated yield 47.5%. Reaction SMILES: C([O:8][C:9]1[CH:14]=[CH:13][C:12]([C:15]2[CH:20]=[CH:19][C:18]([C:21]3[CH:22]=[C:23]([CH:28]=[CH:29][N:30]=3)[C:24]([O:26][CH3:27])=[O:25])=[CH:17][C:16]=2[C:31]#[N:32])=[CH:11][C:10]=1[C:33]#[N:34])C1C=CC=CC=1.B(O)(O)O.C(C1C=C(C2C=C(C=CN=2)C(OC)=O)C=CC=1OS(C(F)(F)F)(=O)=O)#N.[H][H]>C1COCC1.CO.[C].[Pd]>[C:31]([C:16]1[CH:17]=[C:18]([C:21]2[CH:22]=[C:23]([CH:28]=[CH:29][N:30]=2)[C:24]([O:26][CH3:27])=[O:25])[CH:19]=[CH:20][C:15]=1[C:12]1[CH:13]=[CH:14][C:9]([OH:8])=[C:10]([C:33]#[N:34])[CH:11]=1)#[N:32] |f:6.7|. Procedure: 1.32 g of methyl 2-[4′-(benzyloxy)-2,3′-dicyanobiphenyl-4-yl]isonicotinate, which had been obtained in the same manner as in Preparation Example 8(1) using 4-(benzyloxy)-3-cyanophenyl]boric acid and methyl 2-(3-cyano-4-{[(trifluoromethyl)sulfonyl]oxy}phenyl)isonicotinate, was dissolved in a mixture of 50 ml of THF and 50 ml of methanol, and 0.5 g of palladium-carbon was added, followed by stirring in a hydrogen atmosphere at room temperature for 12 hours. The reaction mixture was filtered, and t... The reactants are C(C1=CC=CC=C1)OC1=CC=C2C=CC(=CC2=C1)O (7-benzyloxy-naphthalen-2-ol), C(C1=CC=CC=C1)C1CCN(CC1)C(CBr)=O (1-(4-benzyl-piperidin-1-yl)-2-bromo-ethanone), C([O-])([O-])=O.[K+].[K+] (potassium carbonate). Run in O1CCCC1 (tetrahydofuran). Yields the product C(C1=CC=CC=C1)C1CCN(CC1)CCOC=1C=C2C=C(C=CC2=CC1)O (4-Benzyl-1-(2-(3-hydroxynaphth-6-oxy)ethyl)piperidine). As a reaction SMILES: [CH2:1]([O:8][C:9]1[CH:18]=[C:17]2[C:12]([CH:13]=[CH:14][C:15]([OH:19])=[CH:16]2)=[CH:11][CH:10]=1)[C:2]1C=CC=CC=1.[CH2:20]([CH:27]1[CH2:32][CH2:31][N:30](C(=O)CBr)[CH2:29][CH2:28]1)[C:21]1[CH:26]=[CH:25][CH:24]=[CH:23][CH:22]=1.C(=O)([O-])[O-].[K+].[K+]>O1CCCC1>[CH2:20]([CH:27]1[CH2:32][CH2:31][N:30]([CH2:2][CH2:1][O:8][C:9]2[CH:18]=[C:17]3[C:12](=[CH:11][CH:10]=2)[CH:13]=[CH:14][C:15]([OH:19])=[CH:16]3)[CH2:29][CH2:28]1)[C:21]1[CH:26]=[CH:25][CH:24]=[CH:23][CH:22]=1 |f:2.3.4|. Procedure: The title compound was prepared from 7-benzyloxy-naphthalen-2-ol (1.00 g, 4.00 mmol), 1-(4-benzyl-piperidin-1-yl)-2-bromo-ethanone (1.20 g, 4.05 mmol) and potassium carbonate (1.10 g, 7.96 mmol) in tetrahydofuran (40 ml) in three steps as a solid, mp 159-160° C. Analysis calculated for C24H27NO2 ·0.16H2O: C, 79.11; H, 7.56; N, 3.85. Found: C, 79.11; H. 7.63; N, 3.83. Reactants: CO, CCOC(=O)c1cc2cc(-c3ccc(OCc4c(-c5c(Cl)cccc5Cl)noc4C(C)C)cc3)ccc2nc1C, Cl, [Na+], C1CCOC1, [OH-], O. Yields the product Cc1nc2ccc(-c3ccc(OCc4c(-c5c(Cl)cccc5Cl)noc4C(C)C)cc3)cc2cc1C(=O)O. As a reaction SMILES: [CH3:50][OH:51].[Cl:3][c:4]1[c:5](-[c:11]2[n:12][o:13][c:14]([CH:40]([CH3:41])[CH3:42])[c:15]2[CH2:16][O:17][c:18]2[cH:19][cH:20][c:21](-[c:24]3[cH:25][c:26]4[cH:27][c:28]([C:35](=[O:36])[O:37][CH2:38][CH3:39])[c:29]([CH3:34])[n:30][c:31]4[cH:32][cH:33]3)[cH:22][cH:23]2)[c:6]([Cl:10])[cH:7][cH:8][cH:9]1.[ClH:43].[Na+:2].[O:45]1[CH2:46][CH2:47][CH2:48][CH2:49]1.[OH-:1].[OH2:44]>>[Cl:3][c:4]1[c:5](-[c:11]2[n:12][o:13][c:14]([CH:40]([CH3:41])[CH3:42])[c:15]2[CH2:16][O:17][c:18]2[cH:19][cH:20][c:21](-[c:24]3[cH:25][c:26]4[cH:27][c:28]([C:35](=[O:36])[OH:37])[c:29]([CH3:34])[n:30][c:31]4[cH:32][cH:33]3)[cH:22][cH:23]2)[c:6]([Cl:10])[cH:7][cH:8][cH:9]1. The product is C[C@@H]1CN(C[C@@H](N1C)C)C(=O)OC(C)(C)C (1,1-dimethylethyl (3R,5S)-3,4,5-trimethyl-1-piperazinecarboxylate). The solvent is ClCCl (dichloromethane), ClCCl (dichloromethane). RXN SMILES: [CH3:1][C@H:2]1[NH:7][C@@H:6]([CH3:8])[CH2:5][N:4]([C:9]([O:11][C:12]([CH3:15])([CH3:14])[CH3:13])=[O:10])[CH2:3]1.C=O.[C:18](O[BH-](OC(=O)C)OC(=O)C)(=O)C.[Na+]>ClCCl>[CH3:8][C@H:6]1[N:7]([CH3:18])[C@@H:2]([CH3:1])[CH2:3][N:4]([C:9]([O:11][C:12]([CH3:13])([CH3:15])[CH3:14])=[O:10])[CH2:5]1 |f:2.3|. Yield: 95.0%. Reaction conditions: time 2 hour. Procedure details: To a solution of 1,1-dimethylethyl (3R,5S)-3,5-dimethyl-1-piperazinecarboxylate (2.04 g, 9.5 mmol) in dichloromethane (25 mL) at 0° C. was added formaldehyde (1.075 mL, 37% water solution, 14.3 mmol) followed by sodium triacetoxyborohydride (2.628 g, 12.4 mmol). The reaction mixture was allowed to warm to room temperature and stirred for 2 h before being diluted with dichloromethane and washed with 1N NaOH solution. The organics were then washed with brine, dried (MgSO4) and evaporated to yield ... Reactants: C[C@@H]1CN(C[C@@H](N1)C)C(=O)OC(C)(C)C (1,1-dimethylethyl (3R,5S)-3,5-dimethyl-1-piperazinecarboxylate), C=O (formaldehyde), C(C)(=O)O[BH-](OC(C)=O)OC(C)=O.[Na+] (sodium triacetoxyborohydride). Starting materials: NC1=CC=C(C=C1)N1C(C=2C(C1=O)=CC=CC2)=O (N-(4-aminophenyl)phthalimide), [BH4-].[Li+] (lithium borohydride), O (water). Run in O1CCCC1 (tetrahydrofuran). Run at temperature 25 celsius, time 1 hour. Product: NC1=CC=C(C=C1)NC(C1=C(C=CC=C1)CO)=O (N-(4-Aminophenyl)-2-hydroxymethylbenzamide). RXN SMILES: [NH2:1][C:2]1[CH:7]=[CH:6][C:5]([N:8]2[C:12](=[O:13])[C:11]3=[CH:14][CH:15]=[CH:16][CH:17]=[C:10]3[C:9]2=[O:18])=[CH:4][CH:3]=1.[BH4-].[Li+].O>O1CCCC1>[NH2:1][C:2]1[CH:3]=[CH:4][C:5]([NH:8][C:9](=[O:18])[C:10]2[CH:17]=[CH:16][CH:15]=[CH:14][C:11]=2[CH2:12][OH:13])=[CH:6][CH:7]=1 |f:1.2|. Reported procedure: To a solution of N-(4-aminophenyl)phthalimide (332 mg) in tetrahydrofuran (4 mL) is added lithium borohydride (1.0 g) and the mixture is stirred for 1 hour at 25° C. The mixture is poured into water and extracted into ethyl acetate. The ethyl acetate solution is dried over anhydrous sodium sulfate and concentrated under reduced pressure to give a white foam, which when triturated with diethyl ether provides the desired product as a white powder.